Dataset: the Open Reaction Database (ORD), a public repository of structured organic reaction records. Task: describe an organic reaction: reactants, conditions, products, and yield Procedure details: To a solution of 158 mg (0.355 mmol) of the oxadiazole from Example 23A in 2.5 ml of ethanol were added 2.50 ml (19.7 mmol, 40% in water) of dimethylamine solution, and then the reaction mixture was stirred in the microwave at 80 for 1 h. The solvent was removed under reduced pressure and the crude product was purified by means of preparative HPLC. Yield: 94.0 mg (58% of theory) Conditions: time 1 hour. Starting materials: ClC1=NOC(=N1)C1CN(CC(C1)C1=CC=C(C=C1)C(F)(F)F)C(=O)N1CCOCC1 ({3-(3-Chloro-1,2,4-oxadiazol-5-yl)-5-[4-(trifluoromethyl)phenyl]piperidin-1-yl}(morpholin-4-yl)methanone), CNC (dimethylamine). The solvent is C(C)O (ethanol). As a reaction SMILES: Cl[C:2]1[N:6]=[C:5]([CH:7]2[CH2:12][CH:11]([C:13]3[CH:18]=[CH:17][C:16]([C:19]([F:22])([F:21])[F:20])=[CH:15][CH:14]=3)[CH2:10][N:9]([C:23]([N:25]3[CH2:30][CH2:29][O:28][CH2:27][CH2:26]3)=[O:24])[CH2:8]2)[O:4][N:3]=1.[CH3:31][NH:32][CH3:33]>C(O)C>[CH3:31][N:32]([CH3:33])[C:2]1[N:6]=[C:5]([CH:7]2[CH2:12][CH:11]([C:13]3[CH:18]=[CH:17][C:16]([C:19]([F:22])([F:21])[F:20])=[CH:15][CH:14]=3)[CH2:10][N:9]([C:23]([N:25]3[CH2:30][CH2:29][O:28][CH2:27][CH2:26]3)=[O:24])[CH2:8]2)[O:4][N:3]=1. The product is CN(C1=NOC(=N1)C1CN(CC(C1)C1=CC=C(C=C1)C(F)(F)F)C(=O)N1CCOCC1)C ({3-[3-(Dimethylamino)-1,2,4-oxadiazol-5-yl]-5-[4-(trifluoromethyl)phenyl]piperidin-1-yl}-(morpholin-4-yl)methanone). Reactants: ClCCl, O=CCCc1cc(-c2cccc([N+](=O)[O-])c2)no1, c1ccc(C(c2ccccc2)N2CCNCC2)cc1. Yields the product O=[N+]([O-])c1cccc(-c2cc(CCCN3CCN(C(c4ccccc4)c4ccccc4)CC3)on2)c1. As a reaction SMILES: [CH2:38]([Cl:39])[Cl:40].[N+:1](=[O:2])([O-:3])[c:4]1[cH:5][c:6](-[c:10]2[n:11][o:12][c:13]([CH2:15][CH2:16][CH:17]=[O:18])[cH:14]2)[cH:7][cH:8][cH:9]1.[c:19]1([CH:25]([N:26]2[CH2:27][CH2:28][NH:29][CH2:30][CH2:31]2)[c:32]2[cH:33][cH:34][cH:35][cH:36][cH:37]2)[cH:20][cH:21][cH:22][cH:23][cH:24]1>>[N+:1](=[O:2])([O-:3])[c:4]1[cH:5][c:6](-[c:10]2[n:11][o:12][c:13]([CH2:15][CH2:16][CH2:17][N:29]3[CH2:28][CH2:27][N:26]([CH:25]([c:19]4[cH:20][cH:21][cH:22][cH:23][cH:24]4)[c:32]4[cH:33][cH:34][cH:35][cH:36][cH:37]4)[CH2:31][CH2:30]3)[cH:14]2)[cH:7][cH:8][cH:9]1.